From a dataset of the Open Reaction Database (ORD), a public repository of structured organic reaction records. describe an organic reaction: reactants, conditions, products, and yield The reactants are ClC1=CC(=C(C=C1)CC(=O)OC)C(F)(F)F (methyl (4-chloro-2-trifluoromethylphenyl)acetate), ClCCCI (3-chloro-1-iodopropane), [H-].[Na+] (sodium hydride), Ice water, C(C)(=O)OCC (ethyl acetate). Solvent: O1CCCC1 (tetrahydrofuran), O1CCCC1 (tetrahydrofuran). Run at time 10 minute. The product is ClCCCC(C(=O)OC)C1=C(C=C(C=C1)Cl)C(F)(F)F (methyl 5-chloro-2-(4-chloro-2-trifluoromethylphenyl)pentanoate). Reaction SMILES: [Cl:1][C:2]1[CH:7]=[CH:6][C:5]([CH2:8][C:9]([O:11][CH3:12])=[O:10])=[C:4]([C:13]([F:16])([F:15])[F:14])[CH:3]=1.[Cl:17][CH2:18][CH2:19][CH2:20]I.[H-].[Na+].C(OCC)(=O)C>O1CCCC1>[Cl:17][CH2:18][CH2:19][CH2:20][CH:8]([C:5]1[CH:6]=[CH:7][C:2]([Cl:1])=[CH:3][C:4]=1[C:13]([F:14])([F:15])[F:16])[C:9]([O:11][CH3:12])=[O:10] |f:2.3|. Reported procedure: A solution of methyl (4-chloro-2-trifluoromethylphenyl)acetate (5.5 g) and 3-chloro-1-iodopropane (4.6 mL) in tetrahydrofuran (15 mL) was added dropwise to a suspension of sodium hydride (containing 60% in mineral oil, 955 mg) in tetrahydrofuran (50 mL) under ice-cooling. The reaction solution was stirred at the same temperature for 10 minutes and then at room temperature for three hours and 20 minutes. Ice water and ethyl acetate were added to the reaction solution, and the organic layer was se... Reactants: O=C(O)Cc1cc(-c2ccc(OC(F)(F)F)cc2)nn1CC(F)(F)F, C1CCOC1. Product: OCCc1cc(-c2ccc(OC(F)(F)F)cc2)nn1CC(F)(F)F. As a reaction SMILES: [F:1][C:2]([CH2:3][n:4]1[n:5][c:6](-[c:13]2[cH:14][cH:15][c:16]([O:19][C:20]([F:21])([F:22])[F:23])[cH:17][cH:18]2)[cH:7][c:8]1[CH2:9][C:10](=[O:11])[OH:12])([F:24])[F:25].[O:26]1[CH2:27][CH2:28][CH2:29][CH2:30]1>>[F:1][C:2]([CH2:3][n:4]1[n:5][c:6](-[c:13]2[cH:14][cH:15][c:16]([O:19][C:20]([F:21])([F:22])[F:23])[cH:17][cH:18]2)[cH:7][c:8]1[CH2:9][CH2:10][OH:11])([F:24])[F:25]. Reactants: CC(O)c1c(N(C)C)cnn(C)c1=O, ClC(Cl)Cl. Yields the product CC(=O)c1c(N(C)C)cnn(C)c1=O. As a reaction SMILES: [CH3:1][N:2]([c:3]1[c:4]([CH:11]([CH3:12])[OH:13])[c:5](=[O:10])[n:6]([CH3:9])[n:7][cH:8]1)[CH3:14].[CH:15]([Cl:16])([Cl:17])[Cl:18]>>[CH3:1][N:2]([c:3]1[c:4]([C:11]([CH3:12])=[O:13])[c:5](=[O:10])[n:6]([CH3:9])[n:7][cH:8]1)[CH3:14]. Starting materials: C=1C=CC(=C(C1)N(C)C)C. The reagents and catalysts are OC(C)(C)C(O)(C)C, O1BOC=2C=CC=CC12, N(CC)(CC)CC, FC=1C(F)=C(F)C(B(C=2C(F)=C(F)C(F)=C(F)C2F)C=3C(F)=C(F)C(F)=C(F)C3F)=C(F)C1F. Conditions: temperature 120 celsius, time 48 hour. Yields the product O1B(OC(C)(C)C1(C)C)C2=CC=C(C(=C2)C)N(C)C. Yield: 55.0%. Procedure details: Prepared from N,N,2-trimethylaniline (1d, 13.5 mg, 0.100 mmol, 1.00 equiv) and catBH (60.0 mg, 0.500 mmol, 5.00 equiv) under neat conditions according to GP 1. The title compound was purified by flash column chromatography using cyclohexane/EtOAc/Et3N (30/1/1) as eluent to afford 3d (14.3 mg, 55%) as a colorless liquid. Starting materials: C(=O)([O-])[O-].[K+].[K+] (K2CO3), Cl.ClC1=C(C=NC=C1)F (4-chloro-3-fluoropyridine hydrochloride), ice water, C1(=CC=CC=C1)COC=1C=C2C=CN(C2=CC1)N (5-phenylmethoxy-1H-indol-1-amine). Solvent: CN1C(CCC1)=O (1-methyl-2-pyrrolidinone). Conditions: temperature 80 celsius, time 5 minute. Yields the product FC=1C=NC=CC1NN1C=CC2=CC(=CC=C12)OCC1=CC=CC=C1 (1-(3-Fluoro-4-pyridinylamino)-5-phenylmethoxy-1H-indole). RXN SMILES: [C:1]1([CH2:7][O:8][C:9]2[CH:10]=[C:11]3[C:15](=[CH:16][CH:17]=2)[N:14]([NH2:18])[CH:13]=[CH:12]3)[CH:6]=[CH:5][CH:4]=[CH:3][CH:2]=1.Cl.Cl[C:21]1[CH:26]=[CH:25][N:24]=[CH:23][C:22]=1[F:27].C([O-])([O-])=O.[K+].[K+]>CN1CCCC1=O>[F:27][C:22]1[CH:23]=[N:24][CH:25]=[CH:26][C:21]=1[NH:18][N:14]1[C:15]2[C:11](=[CH:10][C:9]([O:8][CH2:7][C:1]3[CH:2]=[CH:3][CH:4]=[CH:5][CH:6]=3)=[CH:17][CH:16]=2)[CH:12]=[CH:13]1 |f:1.2,3.4.5|. Reported procedure: To 250 ml 1-methyl-2-pyrrolidinone was added 5-phenylmethoxy-1H-indol-1-amine (27.3 g), and the mixture was heated to 80° C. Then, 4-chloro-3-fluoropyridine hydrochloride (22 g) was added, and the mixture was heated at 80° C. for two hours. After cooling, the mixture was poured into 1 liter of ice-water, stirred for five minutes, and adjusted to pH 9 with milled K2CO3. The product was extracted with ethyl acetate (3×). The organic layer was washed with water (2×) and dried (saturated NaCl, anhyd... Reactants: O=C1C(=CC(C2=C(N1)C=CC=C2)=O)OC (2,5-Dihydro-2,5-dioxo-3-methoxy-1H-benz[b]azepine), liquid, N (ammonia). Run in CO (methanol). Conditions: temperature -78 celsius. Yields the product NC1=CC(C2=C(NC1=O)C=CC=C2)=O (3-Amino-2,5-dioxo-2,5-dihydro-1H-benz[b]azepine). As a reaction SMILES: [O:1]=[C:2]1[NH:8][C:7]2[CH:9]=[CH:10][CH:11]=[CH:12][C:6]=2[C:5](=[O:13])[CH:4]=[C:3]1OC.[NH3:16]>CO>[NH2:16][C:3]1[C:2](=[O:1])[NH:8][C:7]2[CH:9]=[CH:10][CH:11]=[CH:12][C:6]=2[C:5](=[O:13])[CH:4]=1. Procedure details: 2,5-Dihydro-2,5-dioxo-3-methoxy-1H-benz[b]azepine (0.4 g) was treated with 80 mL of liquid anhydrous ammonia chilled to -78° C. The mixture was sealed in a pressure vessel and warmed to 23° C. for 18 hours. The excess ammonia was evaporated to give a solid. The solid was dissolved in hot methanol (120 mL); the solution was filtered and evaporated to 60 mL; and crystallization was initiated by cooling the solution in an ice bath. The solid was filtered, washed (cold methanol) and dried under vacu...